From a dataset of the Open Reaction Database (ORD), a public repository of structured organic reaction records. describe an organic reaction: reactants, conditions, products, and yield The reactants are O=[N+]([O-])c1cc(F)ccc1F, Nc1ccc(CCO)cc1. Product: O=[N+]([O-])c1cc(F)ccc1Nc1ccc(CCO)cc1. RXN SMILES: [F:1][c:2]1[c:3]([N+:9](=[O:10])[O-:11])[cH:4][c:5]([F:8])[cH:6][cH:7]1.[NH2:12][c:13]1[cH:14][cH:15][c:16]([CH2:19][CH2:20][OH:21])[cH:17][cH:18]1>>[c:2]1([NH:12][c:13]2[cH:14][cH:15][c:16]([CH2:19][CH2:20][OH:21])[cH:17][cH:18]2)[c:3]([N+:9](=[O:10])[O-:11])[cH:4][c:5]([F:8])[cH:6][cH:7]1. Reactants: ClC=1C=C2C(N(C1)CC(=O)C1=CC=CC=C1)=NC(=C2CC#N)C (5-chloro-3-cyanomethyl-2-methyl-7-phenacylpyrrolo[2,3-b]pyridine), [BH4-].[Na+] (NaBH4). Yield: 42.0%. As a reaction SMILES: [Cl:1][C:2]1[CH:3]=[C:4]2[C:19]([CH2:20][C:21]#[N:22])=[C:18]([CH3:23])[N:17]=[C:5]2[N:6]([CH2:8][C:9]([C:11]2[CH:16]=[CH:15][CH:14]=[CH:13][CH:12]=2)=[O:10])[CH:7]=1.[BH4-].[Na+]>>[Cl:1][C:2]1[CH:3]=[C:4]2[C:19]([CH2:20][C:21]#[N:22])=[C:18]([CH3:23])[N:17]=[C:5]2[N:6]([CH2:8][CH:9]([C:11]2[CH:16]=[CH:15][CH:14]=[CH:13][CH:12]=2)[OH:10])[CH:7]=1 |f:1.2|. Reported procedure: The title compound was prepared from 5-chloro-3-cyanomethyl-2-methyl-7-phenacylpyrrolo[2,3-b]pyridine (example 33) and NaBH4 on a 0.33 mmol scale according to the procedure described in example 11. Chromatography of the crude material (silica, CH2Cl2 /MeOH; 96/4) afforded 45 mg (42%) pure product. The product is ClC=1C=C2C(N(C1)CC(O)C1=CC=CC=C1)=NC(=C2CC#N)C (5-Chloro-3-cyanomethyl-2-methyl-7-(2-phenyl-2-hydroxyethyl) pyrrolo[2,3-b]pyridine), pure product. The reactants are C(C)(C)N(CC)C(C)C (diisopropylethylamine), CCN=C=NCCCN(C)C.Cl (EDC.HCl), Cl.CNOC (N,O-dimethylhydroxyamine hydrochloride), C=1C=CC2=C(C1)N=NN2O (HOBT), C(=O)(OC(C)(C)C)N1CCC(C(=O)O)CC1 (N-Boc isonipecotic acid). Run in CN(C)C=O (DMF), O (water). Run at temperature 18 celsius, time 12 hour. Product: C(C)(C)(C)OC(=O)N1CCC(CC1)C(=O)N(OC)C ((1-(t-Butoxycarbonyl)piperidin-4-yl)-N-methyl-N-methoxycarboxamide). RXN SMILES: Cl.[CH3:2][NH:3][O:4][CH3:5].C1C=CC2N(O)N=NC=2C=1.[C:16]([N:23]1[CH2:31][CH2:30][CH:26]([C:27]([OH:29])=O)[CH2:25][CH2:24]1)([O:18][C:19]([CH3:22])([CH3:21])[CH3:20])=[O:17].C(N(C(C)C)CC)(C)C.CCN=C=NCCCN(C)C.Cl>O.CN(C=O)C>[C:19]([O:18][C:16]([N:23]1[CH2:24][CH2:25][CH:26]([C:27]([N:3]([CH3:2])[O:4][CH3:5])=[O:29])[CH2:30][CH2:31]1)=[O:17])([CH3:20])([CH3:21])[CH3:22] |f:0.1,5.6|. Procedure: A 100 L round-bottomed-flask equipped with a mechanical stirrer, thermocouple and nitrogen inlet was charged with DMF (51 L), N,O-dimethylhydroxyamine hydrochloride (2.62 Kg, 26.55 mol), HOBT (1.2 Kg, 8.85 mol), and N-Boc isonipecotic acid (4.10 Kg, 17.70 mol). The mixture warmed to 18 ° C. as the diisopropylethylamine (4.60 Kg, 6.2 L, 35.41 mol) was added over 15 min. The EDC.HCl (5.09 Kg, 26.55 mol) was added in three portions over 3 h maintaining an internal temperature of 18° C. with gentle ...